This data is from the Open Reaction Database (ORD), a public repository of structured organic reaction records. The task is: describe an organic reaction: reactants, conditions, products, and yield The reactants are Cl (hydrochloric acid), CC=1N=C2N(C=CC=3C([C@@H]([C@H](NC23)C2=CC=CC=C2)O)=O)C1C ((8R,9R)-2,3-dimethyl-8-hydroxy-9-phenyl-7,8,9,10-tetrahydroimidazo[1,2-h][1,7]naphthyridin-7-one), [OH-].[Na+] (sodium hydroxide), CI (methyl iodide). Reagents/catalysts: S(=O)(=O)(O)[O-].C(CCC)[N+](CCCC)(CCCC)CCCC (tetrabutylammonium hydrogensulfate). Solvent: ClCCl (dichloromethane). Conditions: time 16 hour. Yields the product CC=1N=C2N(C=CC=3C([C@]([C@H](NC23)C2=CC=CC=C2)(O)C)=O)C1C ((8S,9R)-2,3,8-Trimethyl-8-hydroxy-9-phenyl-7,8,9,10-tetrahydroimidazo[1,2-h][1,7]naphthyridin-7-one). Reaction SMILES: [CH3:1][C:2]1[N:3]=[C:4]2[C:13]3[NH:12][C@H:11]([C:14]4[CH:19]=[CH:18][CH:17]=[CH:16][CH:15]=4)[C@@H:10]([OH:20])[C:9](=[O:21])[C:8]=3[CH:7]=[CH:6][N:5]2[C:22]=1[CH3:23].[OH-].[Na+].[CH3:26]I.Cl>ClCCl.S([O-])(O)(=O)=O.C([N+](CCCC)(CCCC)CCCC)CCC>[CH3:1][C:2]1[N:3]=[C:4]2[C:13]3[NH:12][C@H:11]([C:14]4[CH:19]=[CH:18][CH:17]=[CH:16][CH:15]=4)[C@:10]([CH3:26])([OH:20])[C:9](=[O:21])[C:8]=3[CH:7]=[CH:6][N:5]2[C:22]=1[CH3:23] |f:1.2,6.7|. Procedure details: 20 g of (8R,9R)-2,3-dimethyl-8-hydroxy-9-phenyl-7,8,9,10-tetrahydroimidazo[1,2-h][1,7]naphthyridin-7-one (WO 98/42707) are dissolved in 100 ml of dichloromethane, and the solution is treated with 4 g of tetrabutylammonium hydrogensulfate, 70 ml of 50% strength aqueous sodium hydroxide solution and with 5 ml of methyl iodide, stirred vigorously at room temperature for 16 h, adjusted to pH 7 using ½ conc. hydrochloric acid with cooling and extracted three times with 100 ml of dichloromethane each ... Reactants: C(C1=CC=CC=C1)OC=1C(=NC=CC1)NC(=S)NC1=CC=C(C=C1)C#N (N-(3-benzyloxy-2-pyridyl)-N'-(4-cyanophenyl)thiourea), N (ammonia), mercuric oxide. Reaction conditions: time 20 hour. Yields the product C(C1=CC=CC=C1)OC=1C(=NC=CC1)NC(=N)NC1=CC=C(C=C1)C#N (N-(3-Benzyloxy-2-pyridyl)-N'-(4-cyanophenyl)guanidine). RXN SMILES: [CH2:1]([O:8][C:9]1[C:10]([NH:15][C:16]([NH:18][C:19]2[CH:24]=[CH:23][C:22]([C:25]#[N:26])=[CH:21][CH:20]=2)=S)=[N:11][CH:12]=[CH:13][CH:14]=1)[C:2]1[CH:7]=[CH:6][CH:5]=[CH:4][CH:3]=1.[NH3:27]>>[CH2:1]([O:8][C:9]1[C:10]([NH:15][C:16]([NH:18][C:19]2[CH:24]=[CH:23][C:22]([C:25]#[N:26])=[CH:21][CH:20]=2)=[NH:27])=[N:11][CH:12]=[CH:13][CH:14]=1)[C:2]1[CH:7]=[CH:6][CH:5]=[CH:4][CH:3]=1. Reported procedure: To a stirring suspension of N-(3-benzyloxy-2-pyridyl)-N'-(4-cyanophenyl)thiourea (2 g, 0.0055 mol) in ammonia-saturated methanol (40 ml) was added yellow mercuric oxide (3 g, 0.014 mol). Stirring was continued for 20 h, then the mixture filtered through celite, and the solid washed several times with chloroform. The filtrate was evaporated to a white solid, which was triturated with ether. Yield 1.12 g (59%), m.p. 173°-175 ° C. Procedure details: A 50% etheral solution of 35 g of 2-[4'-(2",4"-dichloro-phenoxy)-phenoxy]-propionyl-chloride is added under stirring dropwise to a mixture of diethyl-ethoxy-magnesium-malonate prepared from 17.6 g of diethyl malonate and 50 ml of ether. The addition of the acid chloride having been completed the reaction mixture is heated to boiling for an hour, cooled to room temperature and washed successively with 100 ml of 5% sulfuric acid, 100 ml of a 6% sodium bicarbonate solution and 100 ml of water. The ... Yield: 73.6%. The product is C(C)OC(C(C(=O)OCC)C(C(C)OC1=CC=C(C=C1)OC1=C(C=C(C=C1)Cl)Cl)=O)=O (diethyl-2-[4'-(2",4"-dichloro-phenoxy)-phenoxy]-propionyl-malonate). RXN SMILES: [Cl:1][C:2]1[CH:20]=[C:19]([Cl:21])[CH:18]=[CH:17][C:3]=1[O:4][C:5]1[CH:16]=[CH:15][C:8]([O:9][CH:10]([CH3:14])[C:11](Cl)=[O:12])=[CH:7][CH:6]=1.C([O-])(=O)CC([O-])=O.C(C(CC)(O[Mg+2])C)C.[C:37]([O:45][CH2:46][CH3:47])(=[O:44])[CH2:38][C:39]([O:41][CH2:42][CH3:43])=[O:40]>CCOCC>[CH2:42]([O:41][C:39](=[O:40])[CH:38]([C:11](=[O:12])[CH:10]([O:9][C:8]1[CH:15]=[CH:16][C:5]([O:4][C:3]2[CH:17]=[CH:18][C:19]([Cl:21])=[CH:20][C:2]=2[Cl:1])=[CH:6][CH:7]=1)[CH3:14])[C:37]([O:45][CH2:46][CH3:47])=[O:44])[CH3:43] |f:1.2|. Reactants: C(CC(=O)OCC)(=O)OCC (diethyl malonate), acid chloride, etheral solution, ClC1=C(OC2=CC=C(OC(C(=O)Cl)C)C=C2)C=CC(=C1)Cl (2-[4'-(2",4"-dichloro-phenoxy)-phenoxy]-propionyl-chloride), diethyl-ethoxy-magnesium-malonate. The solvent is CCOCC (ether). The reactants are BrC=1C=CC(=C(C1)NC1CCOCC1)[N+](=O)[O-] (N-(5-bromo-2-nitrophenyl)tetrahydro-2H-pyran-4-amine), [NH4+].[Cl-] (NH4Cl). The reagents and catalysts are [Fe] (iron). Run in CCO.O (EtOH H2O). Run at temperature 60 celsius. Product: BrC1=CC=C(C(=C1)NC1CCOCC1)N (5-Bromo-N1-(tetrahydro-2H-pyran-4-yl)benzene-1,2-diamine). RXN SMILES: [Br:1][C:2]1[CH:3]=[CH:4][C:5]([N+:15]([O-])=O)=[C:6]([NH:8][CH:9]2[CH2:14][CH2:13][O:12][CH2:11][CH2:10]2)[CH:7]=1.[NH4+].[Cl-]>CCO.O.[Fe]>[Br:1][C:2]1[CH:7]=[C:6]([NH:8][CH:9]2[CH2:10][CH2:11][O:12][CH2:13][CH2:14]2)[C:5]([NH2:15])=[CH:4][CH:3]=1 |f:1.2,3.4|. Procedure: To a solution of N-(5-bromo-2-nitrophenyl)tetrahydro-2H-pyran-4-amine (2.5 g, 8.333 mmol) in EtOH/H2O (1:1) (50 mL) was added iron powder (2.8 g, 50 mmol) and NH4Cl (2.65 g, 50 mmol). The reaction mixture was heated at 60° C. for 12 h. After filtering the reaction mixture, the resulting filtrate was extracted with DCM with the separated organic layer dried over sodium sulfate, filtered and concentrated to obtain crude product which was used in next step without further purification. Reactants: CCOC(=O)C(Cc1ccccc1)NC(=O)C(CC(C)C)NC(=O)OCc1ccccc1, CO, [Na+], [OH-]. Yields the product CC(C)CC(NC(=O)OCc1ccccc1)C(=O)NC(Cc1ccccc1)C(=O)O. As a reaction SMILES: [CH2:1]([CH3:2])[O:3][C:4]([CH:5]([NH:6][C:7]([CH:8]([NH:9][C:10](=[O:11])[O:12][CH2:13][c:14]1[cH:15][cH:16][cH:17][cH:18][cH:19]1)[CH2:20][CH:21]([CH3:22])[CH3:23])=[O:24])[CH2:25][c:26]1[cH:27][cH:28][cH:29][cH:30][cH:31]1)=[O:32].[CH3:33][OH:34].[Na+:36].[OH-:35]>>[O:3]=[C:4]([CH:5]([NH:6][C:7]([CH:8]([NH:9][C:10](=[O:11])[O:12][CH2:13][c:14]1[cH:15][cH:16][cH:17][cH:18][cH:19]1)[CH2:20][CH:21]([CH3:22])[CH3:23])=[O:24])[CH2:25][c:26]1[cH:27][cH:28][cH:29][cH:30][cH:31]1)[OH:32]. Reactants: C(=O)C1=CC=C(OC(C(=O)OCC)(CC)C)C=C1 (ethyl 2-(4-formylphenoxy)-2-methyl-2-ethylacetate), BrC1=CC=C(C=C1)C(C)=O (p-bromoacetophenone), [Na] (sodium). Solvent: C(C)O (ethanol). The product is BrC1=CC=C(C(=O)C=CC2=CC=C(OC(C(=O)OCC)(C)C)C=C2)C=C1 (ethyl 2-[4-(2-p-bromobenzoylethenyl)phenoxy]-2,2-dimethylacetate). RXN SMILES: [CH:1]([C:3]1[CH:18]=[CH:17][C:6]([O:7][C:8]([CH3:16])([CH2:14]C)[C:9]([O:11][CH2:12][CH3:13])=[O:10])=[CH:5][CH:4]=1)=O.[Br:19][C:20]1[CH:25]=[CH:24][C:23]([C:26](=[O:28])[CH3:27])=[CH:22][CH:21]=1.[Na]>C(O)C>[Br:19][C:20]1[CH:25]=[CH:24][C:23]([C:26]([CH:27]=[CH:1][C:3]2[CH:4]=[CH:5][C:6]([O:7][C:8]([CH3:14])([CH3:16])[C:9]([O:11][CH2:12][CH3:13])=[O:10])=[CH:17][CH:18]=2)=[O:28])=[CH:22][CH:21]=1 |^1:28|. Reported procedure: Following the procedure in Example 1 using 7.1 parts of ethyl 2-(4-formylphenoxy)-2-methyl-2-ethylacetate and 4.9 parts of p-bromoacetophenone in 10 parts by volume of ethanol containing 0.1 part of sodium metal provides ethyl 2-[4-(2-p-bromobenzoylethenyl)phenoxy]-2,2-dimethylacetate. This compound has the following structural formula. ##SPC7## Reactants: O=C([O-])O, CCOCC, O=CO, Fc1c(F)c(F)c(OC2CCNCC2)c(F)c1F, [Na+], O. Yields the product O=CN1CCC(Oc2c(F)c(F)c(F)c(F)c2F)CC1. As a reaction SMILES: [C:23](=[O:24])([OH:25])[O-:26].[CH3:28][CH2:29][O:30][CH2:31][CH3:32].[CH:1](=[O:2])[OH:3].[F:4][c:5]1[c:6]([O:7][CH:8]2[CH2:9][CH2:10][NH:11][CH2:12][CH2:13]2)[c:14]([F:21])[c:15]([F:20])[c:16]([F:19])[c:17]1[F:18].[Na+:27].[OH2:22]>>[CH:1](=[O:2])[N:11]1[CH2:10][CH2:9][CH:8]([O:7][c:6]2[c:5]([F:4])[c:17]([F:18])[c:16]([F:19])[c:15]([F:20])[c:14]2[F:21])[CH2:13][CH2:12]1. Reactants: CCOC(=O)c1ccc2c(C(=O)O)c(C(C)C)n(Cc3ccccc3)c2c1, ClCCCl, CN(C)c1ccncc1, CCOC(C)=O, ClCCl, NCc1cncc(F)c1. Product: CCOC(=O)c1ccc2c(C(=O)NCc3cncc(F)c3)c(C(C)C)n(Cc3ccccc3)c2c1. RXN SMILES: [CH2:1]([c:2]1[cH:3][cH:4][cH:5][cH:6][cH:7]1)[n:8]1[c:9]([CH:25]([CH3:26])[CH3:27])[c:10]([C:22](=[O:23])[OH:24])[c:11]2[cH:12][cH:13][c:14]([C:17](=[O:18])[O:19][CH2:20][CH3:21])[cH:15][c:16]12.[CH2:28]([Cl:29])[CH2:30][Cl:31].[CH3:44][N:45]([c:46]1[cH:47][cH:48][n:49][cH:50][cH:51]1)[CH3:52].[CH3:53][CH2:54][O:55][C:56]([CH3:57])=[O:58].[Cl:41][CH2:42][Cl:43].[F:32][c:33]1[cH:34][c:35]([CH2:39][NH2:40])[cH:36][n:37][cH:38]1>>[CH2:1]([c:2]1[cH:3][cH:4][cH:5][cH:6][cH:7]1)[n:8]1[c:9]([CH:25]([CH3:26])[CH3:27])[c:10]([C:22](=[O:24])[NH:40][CH2:39][c:35]2[cH:34][c:33]([F:32])[cH:38][n:37][cH:36]2)[c:11]2[cH:12][cH:13][c:14]([C:17](=[O:18])[O:19][CH2:20][CH3:21])[cH:15][c:16]12. Starting materials: ClC=1C(=NC2=CC=C(C=C2N1)C(=O)OC)C1=CC=C(C=C1)F (methyl 3-chloro-2-(4-fluorophenyl)quinoxaline-6-carboxylate), CCN(C(C)C)C(C)C (DIEA), N1CCNCC1 (piperazine). Run in CS(=O)C (DMSO). Conditions: temperature 80 celsius, time 3 hour. Product: FC1=CC=C(C=C1)C1=NC2=CC=C(C=C2N=C1N1CCNCC1)C(=O)OC (methyl 2-(4-fluorophenyl)-3-(piperazin-1-yl)quinoxaline-6-carboxylate). Isolated yield 73.7%. RXN SMILES: Cl[C:2]1[C:3]([C:16]2[CH:21]=[CH:20][C:19]([F:22])=[CH:18][CH:17]=2)=[N:4][C:5]2[C:10]([N:11]=1)=[CH:9][C:8]([C:12]([O:14][CH3:15])=[O:13])=[CH:7][CH:6]=2.CCN(C(C)C)C(C)C.[NH:32]1[CH2:37][CH2:36][NH:35][CH2:34][CH2:33]1>CS(C)=O>[F:22][C:19]1[CH:20]=[CH:21][C:16]([C:3]2[C:2]([N:32]3[CH2:37][CH2:36][NH:35][CH2:34][CH2:33]3)=[N:11][C:10]3[C:5](=[CH:6][CH:7]=[C:8]([C:12]([O:14][CH3:15])=[O:13])[CH:9]=3)[N:4]=2)=[CH:17][CH:18]=1. Reported procedure: To a solution of methyl 3-chloro-2-(4-fluorophenyl)quinoxaline-6-carboxylate (632 mg, 2.00 mmol) in DMSO (10 ml) was added DIEA (516 mg, 3.99 mmol) and piperazine (688 mg, 7.99 mmol). The resulting solution was stirred for 3 hours at 80° C. and then quenched by the addition of water (100 ml). The solids were collected by filtration to afford methyl 2-(4-fluorophenyl)-3-(piperazin-1-yl)quinoxaline-6-carboxylate as a yellow solid (540 mg, 74%).